This data is from the Open Reaction Database (ORD), a public repository of structured organic reaction records. The task is: describe an organic reaction: reactants, conditions, products, and yield Starting materials: FC1=C(C=C(C=C1)OC)CC1CCNCC1 (4-[(2-fluoro-5-methoxyphenyl)methyl]piperidine), C(C)N=C=O (ethyl isocyanate), O (water), ice. Solvent: ClCCl (dichloromethane), ClCCl (dichloromethane), ClCCl (dichloromethane). Reaction conditions: temperature 5 celsius, time 0.5 hour. Product: C(C)NC(=O)N1CCC(CC1)CC1=C(C=CC(=C1)OC)F (N-Ethyl-4-[(2-fluoro-5-methoxyphenyl)methyl]-1-piperidinecarboxamide). The yield is 91.5%. As a reaction SMILES: [F:1][C:2]1[CH:7]=[CH:6][C:5]([O:8][CH3:9])=[CH:4][C:3]=1[CH2:10][CH:11]1[CH2:16][CH2:15][NH:14][CH2:13][CH2:12]1.[CH2:17]([N:19]=[C:20]=[O:21])[CH3:18].O>ClCCl>[CH2:17]([NH:19][C:20]([N:14]1[CH2:13][CH2:12][CH:11]([CH2:10][C:3]2[CH:4]=[C:5]([O:8][CH3:9])[CH:6]=[CH:7][C:2]=2[F:1])[CH2:16][CH2:15]1)=[O:21])[CH3:18]. Reported procedure: A magnetically stirred solution of 4-[(2-fluoro-5-methoxyphenyl)methyl]piperidine (0.895 g, 4.01 mmol) in anhydrous dichloromethane (15 mL) at 5° C. was treated dropwise with a solution of ethyl isocyanate (0.320 g, 4.41 mmol) in dry dichloromethane (5 mL). The solution was stirred 0.5 h at 5° C., allowed to warm to room temperature and stirred for 48 h. The solution was poured over ice (50g), and treated with water (200 mL) and dichloromethane (250 mL). The layers were separated, the aqueous ph... Product: C(C1=CC=CC=C1)OC(=O)N[C@@H](CNCC=C)C(=O)OC (Nα -(benzyloxycarbonyl)-β-(allylamino)-L-alanine, methyl ester). Procedure: The β-amino functionality of Nα -(benzyloxycarbonyl)-β-(amino)-L-alanine, methyl ester is then allylated with allyl trichloroacetimidate to give the corresponding Nα -(benzyloxycarbonyl)-β-(allylamino)-L-alanine, methyl ester using conditions described previously in Scheme D, step b. RXN SMILES: [CH2:1]([O:8][C:9]([NH:11][C@H:12]([C:15]([O:17][CH3:18])=[O:16])[CH2:13][NH2:14])=[O:10])[C:2]1[CH:7]=[CH:6][CH:5]=[CH:4][CH:3]=1.ClC(Cl)(Cl)C(=N)O[CH2:23][CH:24]=[CH2:25]>>[CH2:1]([O:8][C:9]([NH:11][C@H:12]([C:15]([O:17][CH3:18])=[O:16])[CH2:13][NH:14][CH2:25][CH:24]=[CH2:23])=[O:10])[C:2]1[CH:3]=[CH:4][CH:5]=[CH:6][CH:7]=1. Starting materials: β-amino, C(C1=CC=CC=C1)OC(=O)N[C@@H](CN)C(=O)OC (Nα -(benzyloxycarbonyl)-β-(amino)-L-alanine, methyl ester), ClC(C(OCC=C)=N)(Cl)Cl (allyl trichloroacetimidate). Starting materials: ClC=1C=C(N)C=CC1 (m-chloroaniline), C(\C=C\C)=O (crotonaldehyde). The reagents and catalysts are [Cl-].[Cl-].[Zn+2] (ZnCl2). The solvent is Cl (HCl). Product: ClC1=CC=C2C=CC(=NC2=C1)C (7-chloroquinaldine). Reaction SMILES: [Cl:1][C:2]1[CH:3]=[C:4]([CH:6]=[CH:7][CH:8]=1)[NH2:5].[CH:9](=O)/[CH:10]=[CH:11]/[CH3:12]>Cl.[Cl-].[Cl-].[Zn+2]>[Cl:1][C:2]1[CH:3]=[C:4]2[C:6]([CH:9]=[CH:10][C:11]([CH3:12])=[N:5]2)=[CH:7][CH:8]=1 |f:3.4.5|. Procedure details: To a solution of m-chloroaniline (25.51 g, 0.2 mol) in 100 mL of 6N HCl kept at reflux is added dropwise with stirring 85% aqueous crotonaldehyde (14.7 g, in 2.6 g of water). After an additional 45 minutes at reflux, the mixture is cooled and extracted with ethyl ether to remove tars. To the vigorously stirred solution is added ZnCl2 (27.2 g, 0.20 mol). A tan gum ball is formed. The mixture is then refluxed for a total of three hours to give a clear brown solution. Upon cooling, a gummy solid is... As a reaction SMILES: [Br:1][c:2]1[cH:3][c:4]2[c:5]([n:6][cH:7]1)[n:8]([C:15]([c:16]1[cH:17][cH:18][cH:19][cH:20][cH:21]1)([c:22]1[cH:23][cH:24][cH:25][cH:26][cH:27]1)[c:28]1[cH:29][cH:30][cH:31][cH:32][cH:33]1)[n:9][c:10]2[C:11](=[O:12])[O:13][CH3:14].[CH2:37]1[O:38][CH2:39][CH2:40][CH2:41]1.[CH3:34][CH2:35][OH:36]>>[Br:1][c:2]1[cH:3][c:4]2[c:5]([n:6][cH:7]1)[n:8]([C:15]([c:16]1[cH:17][cH:18][cH:19][cH:20][cH:21]1)([c:22]1[cH:23][cH:24][cH:25][cH:26][cH:27]1)[c:28]1[cH:29][cH:30][cH:31][cH:32][cH:33]1)[n:9][c:10]2[CH2:11][OH:12]. Yields the product OCc1nn(C(c2ccccc2)(c2ccccc2)c2ccccc2)c2ncc(Br)cc12. Starting materials: COC(=O)c1nn(C(c2ccccc2)(c2ccccc2)c2ccccc2)c2ncc(Br)cc12, C1CCOC1, CCO. Reactants: ClC(=O)OC1=CC=CC=C1 (phenyl chloroformate), NC1=C(C=C(OC2=CC(=NC=C2)NC(=O)C2CCN(CC2)C(=O)OC(C)(C)C)C=C1)Cl (t-butyl 4-({[4-(4-amino-3-chlorophenoxy)-2-pyridyl]amino}carbonyl)-1-piperidine carboxylate), N1=CC=CC=C1 (pyridine), O1CCCC1 (tetrahydrofuran). Run in C(C)(=O)OCC (ethyl acetate), O (Water). Product: ClC=1C=C(OC2=CC(=NC=C2)NC(=O)C2CCN(CC2)C(=O)OC(C)(C)C)C=CC1NC(=O)OC1=CC=CC=C1 (t-Butyl 4-{[(4-{3-chloro-4-[(phenoxycarbonyl)amino]phenoxy}-2-pyridyl)amino]carbonyl}-1-piperidinecarboxylate). As a reaction SMILES: Cl[C:2]([O:4][C:5]1[CH:10]=[CH:9][CH:8]=[CH:7][CH:6]=1)=[O:3].[NH2:11][C:12]1[CH:40]=[CH:39][C:15]([O:16][C:17]2[CH:22]=[CH:21][N:20]=[C:19]([NH:23][C:24]([CH:26]3[CH2:31][CH2:30][N:29]([C:32]([O:34][C:35]([CH3:38])([CH3:37])[CH3:36])=[O:33])[CH2:28][CH2:27]3)=[O:25])[CH:18]=2)=[CH:14][C:13]=1[Cl:41].N1C=CC=CC=1.O1CCCC1>C(OCC)(=O)C.O>[Cl:41][C:13]1[CH:14]=[C:15]([CH:39]=[CH:40][C:12]=1[NH:11][C:2]([O:4][C:5]1[CH:10]=[CH:9][CH:8]=[CH:7][CH:6]=1)=[O:3])[O:16][C:17]1[CH:22]=[CH:21][N:20]=[C:19]([NH:23][C:24]([CH:26]2[CH2:31][CH2:30][N:29]([C:32]([O:34][C:35]([CH3:38])([CH3:36])[CH3:37])=[O:33])[CH2:28][CH2:27]2)=[O:25])[CH:18]=1. Reported procedure: After adding 0.21 ml of phenyl chloroformate to a solution of 660 mg of t-butyl 4-({[4-(4-amino-3-chlorophenoxy)-2-pyridyl]amino}carbonyl)-1-piperidine carboxylate, 0.14 ml of pyridine and 10 ml of tetrahydrofuran while stirring at room temperature, the mixture was further stirred for 13 hours. Water was added to the reaction solution, extraction was performed with ethyl acetate and the organic layer was washed with water, after which silica gel was added and the solvent was distilled off under ... The reactants are OCCCCCCCCCCNC(C1=CN=C(C=C1)N1CCN(CC1)C)=O (N-(10-hydroxy-1-decanyl)-6-(4-methyl-1-piperazinyl)nicotinamide), C(O)([O-])=O.[Na+] (sodium hydrogencarbonate), [N+](=O)(O)[O-] (nitric acid). Run at time 4 hour. Product: O([N+](=O)[O-])CCCCCCCCCCNC(C1=CN=C(C=C1)N1CCN(CC1)C)=O (N-(10-nitroxy-1-decanyl)-6-(4-methyl-1-piperazinyl)nicotinamide). Isolated yield 42.0%. Reaction SMILES: [OH:1][CH2:2][CH2:3][CH2:4][CH2:5][CH2:6][CH2:7][CH2:8][CH2:9][CH2:10][CH2:11][NH:12][C:13](=[O:27])[C:14]1[CH:19]=[CH:18][C:17]([N:20]2[CH2:25][CH2:24][N:23]([CH3:26])[CH2:22][CH2:21]2)=[N:16][CH:15]=1.C(=O)([O-])O.[Na+].[N+:33]([O-])([OH:35])=[O:34]>>[O:1]([CH2:2][CH2:3][CH2:4][CH2:5][CH2:6][CH2:7][CH2:8][CH2:9][CH2:10][CH2:11][NH:12][C:13](=[O:27])[C:14]1[CH:19]=[CH:18][C:17]([N:20]2[CH2:25][CH2:24][N:23]([CH3:26])[CH2:22][CH2:21]2)=[N:16][CH:15]=1)[N+:33]([O-:35])=[O:34] |f:1.2|. Reported procedure: 6.00 g of N-(10-hydroxy-1-decanyl)-6-(4-methyl-1-piperazinyl)nicotinamide were added under ice-cooling to 20 ml of fuming nitric acid and the mixture was stirred below -5° C. for 4 hrs. This mixture was poured into an aqueous sodium hydrogencarbonate solution, extracted with methylene chloride, washed with eater and a saturated sodium chloride solution, dried over anhydrous magnesium sulfate and concentrated. The concentrate was purified by silica gel column chromatography (chloroform:methanol=2... Solvent: CN(C=O)C (N,N-dimethylformamide). Product: C(C1=CC=CC=C1)NC(C1=CN=CC=C1)=O (nicotinic acid benzylamide). The reagents and catalysts are catalyst, [Pt] (platinum). Procedure details: In the same flask as in Example 1 were charged 2 g of pyridine-3-aldehyde, 5 g of benzylamine, 40 g of N,N-dimethylformamide and 3 g of a catalyst in which 5 percent by weight of platinum metal together with lead hydroxide with an atomic ratio of Pt to Pb being 1 to 1 had been supported on alumina. The reaction was conducted at a reaction temperature of 25° C. by introducing air into the flask at a rate of 6 l/hour for 2 hours to give nicotinic acid benzylamide at a yield of 23%. Reactants: N1=CC(=CC=C1)C=O (pyridine-3-aldehyde), C(C1=CC=CC=C1)N (benzylamine), [OH-].[Pb+2].[OH-] (lead hydroxide), Pb. Reaction SMILES: [N:1]1[CH:6]=[CH:5][CH:4]=[C:3]([CH:7]=[O:8])[CH:2]=1.[CH2:9]([NH2:16])[C:10]1[CH:15]=[CH:14][CH:13]=[CH:12][CH:11]=1.[OH-].[Pb+2].[OH-]>[Pt].CN(C)C=O>[CH2:9]([NH:16][C:7](=[O:8])[C:3]1[CH:4]=[CH:5][CH:6]=[N:1][CH:2]=1)[C:10]1[CH:15]=[CH:14][CH:13]=[CH:12][CH:11]=1 |f:2.3.4|. The yield is 23.0%. Starting materials: COCCOC, Cc1ccc(S(=O)(=O)C(NC=O)c2ccc(F)cc2F)cc1, O, O=P(Cl)(Cl)Cl. The product is [C-]#[N+]C(c1ccc(F)cc1F)S(=O)(=O)c1ccc(C)cc1. Reaction SMILES: [CH3:29][O:30][CH2:31][CH2:32][O:33][CH3:34].[F:1][c:2]1[c:3]([CH:9]([NH:10][CH:11]=[O:12])[S:13](=[O:14])(=[O:15])[c:16]2[cH:17][cH:18][c:19]([CH3:20])[cH:21][cH:22]2)[cH:4][cH:5][c:6]([F:8])[cH:7]1.[OH2:28].[P:23]([Cl:24])([Cl:25])([Cl:26])=[O:27]>>[F:1][c:2]1[c:3]([CH:9]([N+:10]#[C-:11])[S:13](=[O:14])(=[O:15])[c:16]2[cH:17][cH:18][c:19]([CH3:20])[cH:21][cH:22]2)[cH:4][cH:5][c:6]([F:8])[cH:7]1. Reactants: C([O-])(O)=O.[Na+] (sodium bicarbonate), ClCCl (dichloromethane), NCC1(COC1)CN (C-(3-aminomethyloxetan-3-yl)methylamine), ClCCl (dichloromethane), C1(=CC=CC=C1)C(C1=CC=CC=C1)(C1=CC=CC=C1)Cl (triphenylmethyl chloride). Solvent: O (water). Reaction conditions: temperature 0 celsius, time 30 minute. Yields the product NCC1(COC1)CNC(C1=CC=CC=C1)(C1=CC=CC=C1)C1=CC=CC=C1 ((3-aminomethyloxetan-3-ylmethyl)tritylamine). Isolated yield 51.4%. Reaction SMILES: ClCCl.[NH2:4][CH2:5][C:6]1([CH2:10][NH2:11])[CH2:9][O:8][CH2:7]1.[C:12]1([C:18](Cl)([C:25]2[CH:30]=[CH:29][CH:28]=[CH:27][CH:26]=2)[C:19]2[CH:24]=[CH:23][CH:22]=[CH:21][CH:20]=2)[CH:17]=[CH:16][CH:15]=[CH:14][CH:13]=1.C(=O)(O)[O-].[Na+]>O>[NH2:4][CH2:5][C:6]1([CH2:10][NH:11][C:18]([C:12]2[CH:17]=[CH:16][CH:15]=[CH:14][CH:13]=2)([C:25]2[CH:26]=[CH:27][CH:28]=[CH:29][CH:30]=2)[C:19]2[CH:20]=[CH:21][CH:22]=[CH:23][CH:24]=2)[CH2:9][O:8][CH2:7]1 |f:3.4|. Procedure: A dichloromethane suspension (3.0 ml) of C-(3-aminomethyloxetan-3-yl)methylamine (411 mg, 3.54 mmol) prepared according to the method described in J. Org. Chem., (1985),50(17), 3211; and Japanese Patent Application Kokai Publication No. (JP-A) S61-69784 (unexamined, published Japanese patent application) was cooled to 0° C., and a dichloromethane solution (3.0 ml) of triphenylmethyl chloride (246 mg, 0.88 mmol) was added thereto. The mixture was stirred at 0° C. for 30 minutes, and then at room ... Starting materials: CN, Cl, CS(=O)(=O)c1c(C(=O)O)ccc(C(F)(F)F)c1F. Product: CNc1c(C(F)(F)F)ccc(C(=O)O)c1S(C)(=O)=O. Reaction SMILES: [CH3:19][NH2:20].[ClH:21].[F:1][c:2]1[c:3]([S:15](=[O:16])(=[O:17])[CH3:18])[c:4]([C:5](=[O:6])[OH:7])[cH:8][cH:9][c:10]1[C:11]([F:12])([F:13])[F:14]>>[c:2]1([NH:20][CH3:19])[c:3]([S:15](=[O:16])(=[O:17])[CH3:18])[c:4]([C:5](=[O:6])[OH:7])[cH:8][cH:9][c:10]1[C:11]([F:12])([F:13])[F:14].